This data is from the Open Reaction Database (ORD), a public repository of structured organic reaction records. The task is: describe an organic reaction: reactants, conditions, products, and yield Reactants: C(C1=CC=CC=C1)OC(N[C@H](C(=O)N(C)C)CC(=O)N(C)C)=O (benzyl[(2S)-1,4-bis(dimethylamino)-1,4-dioxobutan-2-yl]carbamate). The reagents and catalysts are [C].[Pd] (palladium carbon). Run in C(C)O (ethanol). Conditions: time 5 hour. The product is CN(C([C@@H](N)CC(=O)N(C)C)=O)C (N1,N1,N4,N4-tetramethyl-L-aspartamide). The yield is 109.2%. As a reaction SMILES: C(OC(=O)[NH:10][C@@H:11]([CH2:17][C:18]([N:20]([CH3:22])[CH3:21])=[O:19])[C:12]([N:14]([CH3:16])[CH3:15])=[O:13])C1C=CC=CC=1>C(O)C.[C].[Pd]>[CH3:16][N:14]([CH3:15])[C:12](=[O:13])[C@H:11]([CH2:17][C:18]([N:20]([CH3:22])[CH3:21])=[O:19])[NH2:10] |f:2.3|. Procedure: To a solution of benzyl[(2S)-1,4-bis(dimethylamino)-1,4-dioxobutan-2-yl]carbamate (550 mg) in ethanol (5 mL) was added 10% palladium carbon (182 mg) at room temperature. The reaction mixture was stirred at room temperature for 5 hr under a hydrogen atmosphere. The solid was removed by filtration, and the filtrate was concentrated under reduced pressure to give the title compound (350 mg).